This data is from the Open Reaction Database (ORD), a public repository of structured organic reaction records. The task is: describe an organic reaction: reactants, conditions, products, and yield Reactants: ClC=1N=CC(=C2C=CNC12)OC (7-chloro-4-methoxy-6-azaindole), N1N=CN=C1 (1,2,4-triazole), [OH-].[K+] (KOH). The reagents and catalysts are [Cu] (copper bronze). The solvent is CO (MeOH). Conditions: temperature 160 celsius. The product is COC1=C2C=CNC2=C(N=C1)N1N=CN=C1 (4-Methoxy-7-(1,2,4-triazol-1-yl)-6-azaindole). Yield: 57.6%. As a reaction SMILES: Cl[C:2]1[N:3]=[CH:4][C:5]([O:11][CH3:12])=[C:6]2[C:10]=1[NH:9][CH:8]=[CH:7]2.[NH:13]1[CH:17]=[N:16][CH:15]=[N:14]1.[OH-].[K+]>CO.[Cu]>[CH3:12][O:11][C:5]1[CH:4]=[N:3][C:2]([N:13]2[CH:17]=[N:16][CH:15]=[N:14]2)=[C:10]2[C:6]=1[CH:7]=[CH:8][NH:9]2 |f:2.3|. Procedure details: A mixture of 7-chloro-4-methoxy-6-azaindole (1.029 g, 5.62 mmol), 1,2,4-triazole (11.6 g, 30 equiv), copper bronze (0.72 g, 11.2 mgatom) and finely pulverized KOH (0.63 g, 11.2 mmol) was heated in a sealed tube at 160° C. (oil bath temperature) for 18 h. The cooled mixture was taken up in MeOH and the resulting slurry was filtered through a pad of Celite. The filtrate was evaporated, the residue taken up in EtOAc and the resulting suspension was filtered. This process was repeated and the result... Reactants: O=C(NN=CC=Cc1ccccc1)c1ccccc1, CCCCCC, c1ccc(Oc2ccccc2)cc1. Yields the product O=C(c1ccccc1)N1N=CCC1c1ccccc1. As a reaction SMILES: [C:1]([c:2]1[cH:3][cH:4][cH:5][cH:6][cH:7]1)(=[O:8])[NH:9][N:10]=[CH:11][CH:12]=[CH:13][c:14]1[cH:15][cH:16][cH:17][cH:18][cH:19]1.[CH3:20][CH2:21][CH2:22][CH2:23][CH2:24][CH3:25].[O:26]([c:27]1[cH:28][cH:29][cH:30][cH:31][cH:32]1)[c:33]1[cH:34][cH:35][cH:36][cH:37][cH:38]1>>[C:1]([c:2]1[cH:3][cH:4][cH:5][cH:6][cH:7]1)(=[O:8])[N:9]1[N:10]=[CH:11][CH2:12][CH:13]1[c:14]1[cH:15][cH:16][cH:17][cH:18][cH:19]1. Reactants: FC1=C(C=CC(=C1)NCC=1C=C(C=CC1)C1=C(C=C(C=C1C)OCOC)C)CCC(=O)O (3-[2-Fluoro-4-({[4′-(methoxymethoxy)-2′,6′-dimethylbiphenyl-3-yl]methyl}amino)phenyl]propanoic acid), CS(=O)(=O)O (methanesulfonic acid). The solvent is C(C)(=O)OCC (ethyl acetate), C(C)OCC (diethyl ether). Product: FC1=C(C=CC(=C1)NCC=1C=C(C=CC1)C1=C(C=C(C=C1C)O)C)CCC(=O)O (3-(2-fluoro-4-{[(4′-hydroxy-2′,6′-dimethylbiphenyl-3-yl)methyl]amino}phenyl)propanoic acid). The yield is 9.4%. Reaction SMILES: [F:1][C:2]1[CH:7]=[C:6]([NH:8][CH2:9][C:10]2[CH:11]=[C:12]([C:16]3[C:21]([CH3:22])=[CH:20][C:19]([O:23]COC)=[CH:18][C:17]=3[CH3:27])[CH:13]=[CH:14][CH:15]=2)[CH:5]=[CH:4][C:3]=1[CH2:28][CH2:29][C:30]([OH:32])=[O:31].CS(O)(=O)=O>C(OCC)(=O)C.C(OCC)C>[F:1][C:2]1[CH:7]=[C:6]([NH:8][CH2:9][C:10]2[CH:11]=[C:12]([C:16]3[C:17]([CH3:27])=[CH:18][C:19]([OH:23])=[CH:20][C:21]=3[CH3:22])[CH:13]=[CH:14][CH:15]=2)[CH:5]=[CH:4][C:3]=1[CH2:28][CH2:29][C:30]([OH:32])=[O:31]. Reported procedure: 3-[2-Fluoro-4-({[4′-(methoxymethoxy)-2′,6′-dimethylbiphenyl-3-yl]methyl}amino)phenyl]propanoic acid (1.0 g, 2.29 mmol) was dissolved in ethyl acetate (2 mL) and diethyl ether (4 mL). To this solution was added methanesulfonic acid (0.16 mL, 2.47 mmol) and the solution was concentrated under reduced pressure. Aqueous sodium hydrogencarbonate solution was added to the residue, and the mixture was extracted with ethyl acetate. The extract was dried over magnesium sulfate, concentrated under reduced... Reactants: C[Si](C)(C)N=C=O, COc1ccc(CCN)cc1OC1CCCC1, [Cl-], [NH4+], C1CCOC1. The product is COc1ccc(CCNC(N)=O)cc1OC1CCCC1. RXN SMILES: [CH3:18][Si:19]([CH3:20])([CH3:21])[N:22]=[C:23]=[O:24].[CH:1]1([O:6][c:7]2[cH:8][c:9]([CH2:15][CH2:16][NH2:17])[cH:10][cH:11][c:12]2[O:13][CH3:14])[CH2:2][CH2:3][CH2:4][CH2:5]1.[Cl-:25].[NH4+:26].[O:27]1[CH2:28][CH2:29][CH2:30][CH2:31]1>>[CH:1]1([O:6][c:7]2[cH:8][c:9]([CH2:15][CH2:16][NH:17][C:23]([NH2:22])=[O:24])[cH:10][cH:11][c:12]2[O:13][CH3:14])[CH2:2][CH2:3][CH2:4][CH2:5]1. Starting materials: BrC1=C(C=C(C(=C1)F)I)F (1-bromo-2,5-difluoro-4-iodbenzene), C(CCCC)C1=CC=C(C=C1)B(O)O (4-pentylphenylboronic acid), C([O-])([O-])=O.[K+].[K+] (potassium carbonate). The reagents and catalysts are [Br-].C(CCC)[N+](CCCC)(CCCC)CCCC (tetrabutylammonium bromide), Cl[Pd]([P](C1=CC=CC=C1)(C2=CC=CC=C2)C3=CC=CC=C3)([P](C4=CC=CC=C4)(C5=CC=CC=C5)C6=CC=CC=C6)Cl (dichlorobis(triphenylphosphine)palladium), C1(=CC=CC=C1)P(C1=CC=CC=C1)C1=CC=CC=C1 (triphenylphosphine). Run in C1(=CC=CC=C1)C.O.C(C)O (toluene water ethanol). Yields the product BrC1=CC(=C(C=C1F)C1=CC=C(C=C1)CCCCC)F (4′-Bromo-2′,5′-difluoro-4-pentylbiphenyl). Yield: 107.6%. Reaction SMILES: [Br:1][C:2]1[CH:7]=[C:6]([F:8])[C:5](I)=[CH:4][C:3]=1[F:10].[CH2:11]([C:16]1[CH:21]=[CH:20][C:19](B(O)O)=[CH:18][CH:17]=1)[CH2:12][CH2:13][CH2:14][CH3:15].C(=O)([O-])[O-].[K+].[K+]>[Br-].C([N+](CCCC)(CCCC)CCCC)CCC.Cl[Pd](Cl)([P](C1C=CC=CC=1)(C1C=CC=CC=1)C1C=CC=CC=1)[P](C1C=CC=CC=1)(C1C=CC=CC=1)C1C=CC=CC=1.C1(P(C2C=CC=CC=2)C2C=CC=CC=2)C=CC=CC=1.C1(C)C=CC=CC=1.O.C(O)C>[Br:1][C:2]1[C:3]([F:10])=[CH:4][C:5]([C:19]2[CH:18]=[CH:17][C:16]([CH2:11][CH2:12][CH2:13][CH2:14][CH3:15])=[CH:21][CH:20]=2)=[C:6]([F:8])[CH:7]=1 |f:2.3.4,5.6,9.10.11,^1:51,70|. Reported procedure: A mixture of 1-bromo-2,5-difluoro-4-iodbenzene (5.00 g, 15.68 mmol), 4-pentylphenylboronic acid (3.01 g, 15.67 mmol), potassium carbonate (3.25 g, 23.51 mmol), tetrabutylammonium bromide (1.26 g, 3.91 mmol), dichlorobis(triphenylphosphine)palladium (II) (0.55 g, 0.79 mmol), triphenylphosphine (0.41 g, 1.56 mmol), and a mixed solvent (toluene/water/ethanol=1/1/1, 100 ml) was refluxed for 32 hrs with stirring. The reaction mixture obtained was extracted with toluene (200 ml). The extract was washe... The reactants are C1/C=C\CC/C=C\C1.C1/C=C\CC/C=C\C1.[Ni] (Ni(COD)2), C1/C=C\CC/C=C\C1.C1/C=C\CC/C=C\C1.[Ni] (Ni(COD)2). Solvent: C1(=CC=CC=C1)C (toluene), C1(=CC=CC=C1)C (toluene), C1(=CC=CC=C1)C (toluene). Yields the product C1/C=C\CC/C=C\C1.C1/C=C\CC/C=C\C1.[Ni] (Ni(COD)2), [Ni] (nickel). RXN SMILES: [CH2:1]1[CH2:8][CH:7]=[CH:6][CH2:5][CH2:4][CH:3]=[CH:2]1.[CH2:9]1[CH2:16][CH:15]=[CH:14][CH2:13][CH2:12][CH:11]=[CH:10]1.[Ni:17]>C1(C)C=CC=CC=1>[CH2:8]1[CH2:7][CH:6]=[CH:5][CH2:4][CH2:3][CH:2]=[CH:1]1.[CH2:16]1[CH2:15][CH:14]=[CH:13][CH2:12][CH2:11][CH:10]=[CH:9]1.[Ni:17].[Ni:17] |f:0.1.2,4.5.6|. Procedure: Under an inert atmosphere such as dry nitrogen or argon, a Ni(COD)2 solution is prepared by dissolving Ni(COD)2 (0.039 g) in toluene (2.79 g). A toluene solution, or other appropriate solvent solution, of the multidentate P-containing ligand or a ligand mixture comprising a multidentate P-containing ligand to be tested (0.230 mL of 0.062 mol total multidentate P-containing ligand/L of toluene) is treated with the Ni(COD)2 solution (0.320 mL) and thoroughly mixed to provide a catalyst solution wi...